This data is from the Open Reaction Database (ORD), a public repository of structured organic reaction records. The task is: describe an organic reaction: reactants, conditions, products, and yield Starting materials: Clc1ccc(-c2nnc(Nc3ccc(Oc4ccnc5cc(OCc6ccccc6)cnc45)cc3)c3ccccc23)cc1, CO, ClCCl. Product: Oc1cnc2c(Oc3ccc(Nc4nnc(-c5ccc(Cl)cc5)c5ccccc45)cc3)ccnc2c1. Reaction SMILES: [CH2:1]([c:2]1[cH:3][cH:4][cH:5][cH:6][cH:7]1)[O:8][c:9]1[cH:10][n:11][c:12]2[c:13]([O:19][c:20]3[cH:21][cH:22][c:23]([NH:26][c:27]4[n:28][n:29][c:30](-[c:37]5[cH:38][cH:39][c:40]([Cl:43])[cH:41][cH:42]5)[c:31]5[cH:32][cH:33][cH:34][cH:35][c:36]45)[cH:24][cH:25]3)[cH:14][cH:15][n:16][c:17]2[cH:18]1.[CH3:44][OH:45].[Cl:46][CH2:47][Cl:48]>>[OH:8][c:9]1[cH:10][n:11][c:12]2[c:13]([O:19][c:20]3[cH:21][cH:22][c:23]([NH:26][c:27]4[n:28][n:29][c:30](-[c:37]5[cH:38][cH:39][c:40]([Cl:43])[cH:41][cH:42]5)[c:31]5[cH:32][cH:33][cH:34][cH:35][c:36]45)[cH:24][cH:25]3)[cH:14][cH:15][n:16][c:17]2[cH:18]1. Starting materials: C(#N)C(CCC=O)(C1=CC(=C(C(=C1)OC)OC)OC)C(C)C (4-cyano-4-isopropyl-4-(3,4,5-trimethoxyphenyl)butyraldehyde), [N+](=O)([O-])C1=C(OCCCN)C=CC=C1 (3-(2-nitrophenoxy)-propylamine), [BH4-].[Na+] (sodium borohydride). Solvent: CO (methanol). Conditions: time 8 hour. Yields the product C(C)(C)C(C#N)(CCCNCCCOC1=C(C=CC=C1)[N+](=O)[O-])C1=CC(=C(C(=C1)OC)OC)OC (Alpha-isopropyl-alpha-[3-[N-[3-(2-nitrophenoxy)propyl]amino]-propyl]-3,4,5-trimethoxyphenylacetonitrile). Yield: 52.8%. Reaction SMILES: [C:1]([C:3]([CH:20]([CH3:22])[CH3:21])([C:8]1[CH:13]=[C:12]([O:14][CH3:15])[C:11]([O:16][CH3:17])=[C:10]([O:18][CH3:19])[CH:9]=1)[CH2:4][CH2:5][CH:6]=O)#[N:2].[N+:23]([C:26]1[CH:36]=[CH:35][CH:34]=[CH:33][C:27]=1[O:28][CH2:29][CH2:30][CH2:31][NH2:32])([O-:25])=[O:24].[BH4-].[Na+]>CO>[CH:20]([C:3]([C:8]1[CH:9]=[C:10]([O:18][CH3:19])[C:11]([O:16][CH3:17])=[C:12]([O:14][CH3:15])[CH:13]=1)([CH2:4][CH2:5][CH2:6][NH:32][CH2:31][CH2:30][CH2:29][O:28][C:27]1[CH:33]=[CH:34][CH:35]=[CH:36][C:26]=1[N+:23]([O-:25])=[O:24])[C:1]#[N:2])([CH3:21])[CH3:22] |f:2.3|. Reported procedure: A solution of 8.09 g of 4-cyano-4-isopropyl-4-(3,4,5-trimethoxyphenyl)butyraldehyde and 4.96 g of 3-(2-nitrophenoxy)-propylamine in 100 ml of methanol was refluxed for 3 hours. After cooling, to the solution was added 0.50 g of sodium borohydride and the solution was stirred overnight at room temperature. The solvent was removed and to the residue was added water. The solution was extracted with chloroform and the extract was washed with water, dried, and evaporated. The residue was chromatograp... The reactants are ClC1=NC=NC(=C1OC1=C(C=CC(=C1)F)OC)Cl (4,6-dichloro-5-(5-fluoro-2-methoxy-phenoxy)-pyrimidine), ClC1=CC=C(C=C1)S(=O)(=O)N (4-chlorobenzenesulfonamide). Product: ClC1=CC=C(C=C1)S(=O)(=O)NC1=NC=NC(=C1OC1=C(C=CC(=C1)F)OC)Cl (4-chloro-N-[6-chloro-5-(5-fluoro-2-methoxy-phenoxy)-pyrimidin-4-yl]-benzenesulfonamide). Reaction SMILES: Cl[C:2]1[C:7]([O:8][C:9]2[CH:14]=[C:13]([F:15])[CH:12]=[CH:11][C:10]=2[O:16][CH3:17])=[C:6]([Cl:18])[N:5]=[CH:4][N:3]=1.[Cl:19][C:20]1[CH:25]=[CH:24][C:23]([S:26]([NH2:29])(=[O:28])=[O:27])=[CH:22][CH:21]=1>>[Cl:19][C:20]1[CH:21]=[CH:22][C:23]([S:26]([NH:29][C:2]2[C:7]([O:8][C:9]3[CH:14]=[C:13]([F:15])[CH:12]=[CH:11][C:10]=3[O:16][CH3:17])=[C:6]([Cl:18])[N:5]=[CH:4][N:3]=2)(=[O:27])=[O:28])=[CH:24][CH:25]=1. Reported procedure: The 4-chloro-N-[6-chloro-5-(5-fluoro-2-methoxy-phenoxy)-pyrimidin-4-yl]-benzenesulfonamide (m.p. 169°-171° C.) was prepared from 4,6-dichloro-5-(5-fluoro-2-methoxy-phenoxy)-pyrimidine and 4-chlorobenzenesulfonamide K. The reactants are FC=1C=C(C#N)C=CC1C=O (3-fluoro-4-formylbenzonitrile), C(#N)C[C@H]1[C@@H](C(=NN1C1=CC=C(C=C1)O)C1=CC=C(C#N)C=C1)C (4-((4S,5S)-5-(cyanomethyl)-1-(4-hydroxyphenyl)-4-methyl-4,5-dihydro-1H-pyrazol-3-yl)benzonitrile). Yields the product C(#N)C[C@H]1[C@@H](C(=NN1C1=CC=C(C=C1)O)C1=C(C=C(C#N)C=C1)F)C (4-((4S,5S)-5-(Cyanomethyl)-1-(4-hydroxyphenyl)-4-methyl-4,5-dihydro-1H-pyrazol-3-yl)-3-fluorobenzonitrile). Reaction SMILES: [F:1][C:2]1[CH:3]=[C:4]([CH:7]=[CH:8][C:9]=1[CH:10]=O)[C:5]#[N:6].[C:12]([CH2:14][C@@H:15]1[N:19]([C:20]2[CH:25]=[CH:24][C:23]([OH:26])=[CH:22][CH:21]=2)[N:18]=[C:17](C2C=CC(C#N)=CC=2)[C@H:16]1C)#[N:13]>>[C:12]([CH2:14][C@@H:15]1[N:19]([C:20]2[CH:21]=[CH:22][C:23]([OH:26])=[CH:24][CH:25]=2)[N:18]=[C:10]([C:9]2[CH:8]=[CH:7][C:4]([C:5]#[N:6])=[CH:3][C:2]=2[F:1])[C@H:16]1[CH3:17])#[N:13]. Procedure details: 4-((4S,5S)-5-(Cyanomethyl)-1-(4-hydroxyphenyl)-4-methyl-4,5-dihydro-1H-pyrazol-3-yl)-3-fluorobenzonitrile was prepared from 3-fluoro-4-formylbenzonitrile following the procedure for the preparation of 4-((4S,5S)-5-(cyanomethyl)-1-(4-hydroxyphenyl)-4-methyl-4,5-dihydro-1H-pyrazol-3-yl)benzonitrile (91G): LC-MS [M+H] 335.